This data is from the Open Reaction Database (ORD), a public repository of structured organic reaction records. The task is: describe an organic reaction: reactants, conditions, products, and yield Starting materials: CN1S(C2=C(C(C1)=O)SC1=C2C=CC=C1)(=O)=O (3,4-dihydro-2-methyl-4-oxo-2H-[1]benzothieno[2,3-e]-1,2-thiazine 1,1-dioxide), Cl (hydrochloric acid), ice water, C1(=CC=CC=C1)N=C=O (phenylisocyanate), [H-].[Na+] (sodium hydride). Run in CN(C=O)C (dimethylformamide), CN(C=O)C (dimethylformamide), paraffin. Conditions: temperature 27 celsius, time 2 hour. The product is OC1=C(N(S(C2=C1SC1=C2C=CC=C1)(=O)=O)C)C(=O)NC1=CC=CC=C1 (4-hydroxy-2-methyl-N-phenyl-2H-[1]benzothieno[2,3-e]-1,2-thiazine-3-carboxamide 1,1-dioxide). RXN SMILES: [CH3:1][N:2]1[CH2:7][C:6](=[O:8])[C:5]2[S:9][C:10]3[CH:15]=[CH:14][CH:13]=[CH:12][C:11]=3[C:4]=2[S:3]1(=[O:17])=[O:16].[C:18]1([N:24]=[C:25]=[O:26])[CH:23]=[CH:22][CH:21]=[CH:20][CH:19]=1.[H-].[Na+].Cl>CN(C)C=O>[OH:8][C:6]1[C:5]2[S:9][C:10]3[CH:15]=[CH:14][CH:13]=[CH:12][C:11]=3[C:4]=2[S:3](=[O:17])(=[O:16])[N:2]([CH3:1])[C:7]=1[C:25]([NH:24][C:18]1[CH:23]=[CH:22][CH:21]=[CH:20][CH:19]=1)=[O:26] |f:2.3|. Procedure: 2.67 g. of 3,4-dihydro-2-methyl-4-oxo-2H-[1]benzothieno[2,3-e]-1,2-thiazine 1,1-dioxide are dissolved in 40 ml. of absolute dimethylformamide and 1.2 ml. of phenylisocyanate are added. The solution obtained is added dropwise at 4° C. within 30 minutes to a suspension of 600 mg. of a 55% sodium hydride dispersion in paraffin in 10 ml. of dimethylformamide. The mixture is stirred for a further 1 hour at 4° C. and subsequently for 2 hours at 27° C. and then stirred into 400 ml. of ice/water. The so... RXN SMILES: [CH2:44]1[O:45][CH2:46][CH2:47][CH2:48]1.[CH3:1][C:2]1([CH3:37])[c:3]2[cH:4][cH:5][c:6]([C:19](=[O:20])[O:21][c:22]3[cH:23][cH:24][c:25]([C:26](=[O:27])[O:28][CH2:29][CH2:30][Si:31]([CH3:32])([CH3:33])[CH3:34])[cH:35][cH:36]3)[cH:7][c:8]2[C:9]([c:12]2[cH:13][cH:14][c:15]([CH3:18])[cH:16][cH:17]2)=[CH:10][CH2:11]1.[CH3:38][CH2:39][O:40][C:41](=[O:42])[CH3:43]>>[CH3:1][C:2]1([CH3:37])[c:3]2[cH:4][cH:5][c:6]([C:19](=[O:20])[O:21][c:22]3[cH:23][cH:24][c:25]([C:26](=[O:27])[OH:28])[cH:35][cH:36]3)[cH:7][c:8]2[C:9]([c:12]2[cH:13][cH:14][c:15]([CH3:18])[cH:16][cH:17]2)=[CH:10][CH2:11]1. Product: Cc1ccc(C2=CCC(C)(C)c3ccc(C(=O)Oc4ccc(C(=O)O)cc4)cc32)cc1. The reactants are C1CCOC1, Cc1ccc(C2=CCC(C)(C)c3ccc(C(=O)Oc4ccc(C(=O)OCC[Si](C)(C)C)cc4)cc32)cc1, CCOC(C)=O. Starting materials: CCOC(C)=O, CCCCOC(=O)C(Cc1ccc(O)cc1)NC(=O)C1(NC(=O)C2(S)CCCC2)CCCC1, CCCCCC, CO, [Na+], [OH-]. Product: O=C(O)C(Cc1ccc(O)cc1)NC(=O)C1(NC(=O)C2(S)CCCC2)CCCC1. RXN SMILES: [C:36]([O:37][CH2:38][CH3:39])(=[O:40])[CH3:41].[CH2:1]([CH2:2][CH2:3][CH3:4])[O:5][C:6]([CH:7]([NH:8][C:9](=[O:10])[C:11]1([NH:16][C:17](=[O:18])[C:19]2([SH:24])[CH2:20][CH2:21][CH2:22][CH2:23]2)[CH2:12][CH2:13][CH2:14][CH2:15]1)[CH2:25][c:26]1[cH:27][cH:28][c:29]([OH:32])[cH:30][cH:31]1)=[O:33].[CH3:42][CH2:43][CH2:44][CH2:45][CH2:46][CH3:47].[CH3:48][OH:49].[Na+:35].[OH-:34]>>[O:5]=[C:6]([CH:7]([NH:8][C:9](=[O:10])[C:11]1([NH:16][C:17](=[O:18])[C:19]2([SH:24])[CH2:20][CH2:21][CH2:22][CH2:23]2)[CH2:12][CH2:13][CH2:14][CH2:15]1)[CH2:25][c:26]1[cH:27][cH:28][c:29]([OH:32])[cH:30][cH:31]1)[OH:33]. The reactants are S1C=CC2=NC(=CC=C21)C(=O)O (thieno[3,2-b]pyridine-5-carboxylic acid), CO (MeOH). The product is S1C=CC2=NC(=CC=C21)C(=O)OC (Methyl thieno[3,2-b]pyridine-5-carboxylate). The yield is 70.0%. RXN SMILES: [S:1]1[C:9]2[C:4](=[N:5][C:6]([C:10]([OH:12])=[O:11])=[CH:7][CH:8]=2)[CH:3]=[CH:2]1.[CH3:13]O>>[S:1]1[C:9]2[C:4](=[N:5][C:6]([C:10]([O:12][CH3:13])=[O:11])=[CH:7][CH:8]=2)[CH:3]=[CH:2]1. Reported procedure: To a cold solution of HCI (10%) in MeOH (10 mL) was added thieno[3,2-b]pyridine-5-carboxylic acid (1.0 g, 5.6 mmol, and the mixture heated to reflux for 2 hr. After cooling to r.t., half the solvent was removed by evaporation and the remainder was partitioned between EtOAc and H2O. Solid NaHCO3 was added until the system remained basic. Separation, drying and evaporation of the organic layer afforded 0.75 g (70%) of the title compound. Reactants: CCOCCCOc1ccc(-c2ccc3c(c2)C=C(C(=O)OC)CCN3C(=O)OC(C)(C)C)cc1, CCOC(C)=O, Cl, [Na+], [OH-]. The product is CCOCCCOc1ccc(-c2ccc3c(c2)C=C(C(=O)OC)CCN3)cc1. Reaction SMILES: [C:1]([O:2][C:3](=[O:4])[N:8]1[CH2:9][CH2:10][C:11]([C:32](=[O:33])[O:34][CH3:35])=[CH:12][c:13]2[c:14]1[cH:15][cH:16][c:17](-[c:19]1[cH:20][cH:21][c:22]([O:25][CH2:26][CH2:27][CH2:28][O:29][CH2:30][CH3:31])[cH:23][cH:24]1)[cH:18]2)([CH3:5])([CH3:6])[CH3:7].[CH3:39][CH2:40][O:41][C:42](=[O:43])[CH3:44].[ClH:36].[Na+:38].[OH-:37]>>[NH:8]1[CH2:9][CH2:10][C:11]([C:32](=[O:33])[O:34][CH3:35])=[CH:12][c:13]2[c:14]1[cH:15][cH:16][c:17](-[c:19]1[cH:20][cH:21][c:22]([O:25][CH2:26][CH2:27][CH2:28][O:29][CH2:30][CH3:31])[cH:23][cH:24]1)[cH:18]2.